From a dataset of the Open Reaction Database (ORD), a public repository of structured organic reaction records. describe an organic reaction: reactants, conditions, products, and yield The reactants are Cc1nccn1Cc1cc(Cl)cnn1, CC(F)(F)c1cc(B2OC(C)(C)C(C)(C)O2)ccc1F. The product is Cl, Cc1nccn1Cc1cc(-c2ccc(F)c(C(C)(F)F)c2)cnn1. As a reaction SMILES: [Cl:21][c:22]1[cH:23][c:24]([CH2:28][n:29]2[c:30]([CH3:34])[n:31][cH:32][cH:33]2)[n:25][n:26][cH:27]1.[F:1][C:2]([CH3:3])([F:4])[c:5]1[cH:6][c:7]([B:12]2[O:13][C:14]([CH3:15])([CH3:16])[C:17]([CH3:18])([CH3:19])[O:20]2)[cH:8][cH:9][c:10]1[F:11]>>[ClH:21].[F:1][C:2]([CH3:3])([F:4])[c:5]1[cH:6][c:7](-[c:22]2[cH:23][c:24]([CH2:28][n:29]3[c:30]([CH3:34])[n:31][cH:32][cH:33]3)[n:25][n:26][cH:27]2)[cH:8][cH:9][c:10]1[F:11]. Reactants: ClC1=NC=CC(=N1)Cl (2,4-dichloropyrimidine), C1(=CC=CC=C1)S(=O)(=O)N1C=C(C2=CC=CC=C12)B(O)O (1-(phenylsulfonyl)-1H-indol-3-ylboronic acid), C([O-])([O-])=O.[Na+].[Na+] (sodium carbonate). Reaction SMILES: [Cl:1][C:2]1[N:7]=[C:6](Cl)[CH:5]=[CH:4][N:3]=1.[C:9]1([S:15]([N:18]2[C:26]3[C:21](=[CH:22][CH:23]=[CH:24][CH:25]=3)[C:20](B(O)O)=[CH:19]2)(=[O:17])=[O:16])[CH:14]=[CH:13][CH:12]=[CH:11][CH:10]=1.C(=O)([O-])[O-].[Na+].[Na+]>C(#N)C.O.C1C=CC([P]([Pd]([P](C2C=CC=CC=2)(C2C=CC=CC=2)C2C=CC=CC=2)([P](C2C=CC=CC=2)(C2C=CC=CC=2)C2C=CC=CC=2)[P](C2C=CC=CC=2)(C2C=CC=CC=2)C2C=CC=CC=2)(C2C=CC=CC=2)C2C=CC=CC=2)=CC=1>[C:9]1([S:15]([N:18]2[C:26]3[C:21](=[CH:22][CH:23]=[CH:24][CH:25]=3)[C:20]([C:6]3[CH:5]=[CH:4][N:3]=[C:2]([Cl:1])[N:7]=3)=[CH:19]2)(=[O:17])=[O:16])[CH:10]=[CH:11][CH:12]=[CH:13][CH:14]=1 |f:2.3.4,5.6,^1:43,45,64,83|. Run in C(C)#N.O (acetonitrile water). Reagents/catalysts: C=1C=CC(=CC1)[P](C=2C=CC=CC2)(C=3C=CC=CC3)[Pd]([P](C=4C=CC=CC4)(C=5C=CC=CC5)C=6C=CC=CC6)([P](C=7C=CC=CC7)(C=8C=CC=CC8)C=9C=CC=CC9)[P](C=1C=CC=CC1)(C=1C=CC=CC1)C=1C=CC=CC1 (tetrakis(triphenylphosphine)palladium). Yields the product C1(=CC=CC=C1)S(=O)(=O)N1C=C(C2=CC=CC=C12)C1=NC(=NC=C1)Cl (1-benzenesulfonyl-3-(2-chloro-pyrimidin-4-yl)-1H-indole). Procedure: A solution of 2,4-dichloropyrimidine (2.42 g, 16 mmol), 1-(phenylsulfonyl)-1H-indol-3-ylboronic acid (3.89 g, 13 mmol) and sodium carbonate (5.03 g, 47 mmol) in acetonitrile/water (2:1, 60 mL) was degassed with argon, then tetrakis(triphenylphosphine)palladium (300 mg, 1.6 mol) was added. The resulting mixture was heated to reflux for 2 h while a white suspension formed. The precipitate was cooled and filtered through a CELITE™/Silica gel plug. The filter cake was washed with EtOAc, the organic ...